This data is from the Open Reaction Database (ORD), a public repository of structured organic reaction records. The task is: describe an organic reaction: reactants, conditions, products, and yield Reactants: ClC1=C(C#N)C=CC(=C1)[N+](=O)[O-] (2-chloro-4-nitrobenzonitrile), ClC1=C(C#N)C=CC(=C1)[N+](=O)[O-] (2-chloro-4-nitrobenzonitrile), ice water. Run in O.NN (hydrazine monohydrate). Yields the product ClC1=C(C#N)C=CC(=C1)N (2-chloro-4-aminobenzonitrile). The yield is 598.3%. As a reaction SMILES: [Cl:1][C:2]1[CH:9]=[C:8]([N+:10]([O-])=O)[CH:7]=[CH:6][C:3]=1[C:4]#[N:5]>O.NN>[Cl:1][C:2]1[CH:9]=[C:8]([NH2:10])[CH:7]=[CH:6][C:3]=1[C:4]#[N:5] |f:1.2|. Procedure: A portion of 2-chloro-4-nitrobenzonitrile (5 g, 0.027 m) was heated with hydrazine monohydrate (110 ml) until the reaction began. Another portion of 2-chloro-4-nitrobenzonitrile (35 g, 0.192 m) was added in predetermined amounts. Once the evolution of nitrogen gas ceased, the reaction mixture was refluxed approximately thirty minutes, and then poured into stirred ice water. The precipitate was filtered and the solid was crystallized from water to yield 2-chloro-4-aminobenzonitrile (25 g, 78%, mp...